The task is: describe an organic reaction: reactants, conditions, products, and yield. This data is from the Open Reaction Database (ORD), a public repository of structured organic reaction records. Reactants: N#CCBr, C1CCOC1, CN(C)P(=O)(N(C)C)N(C)C, CC(C)[N-]C(C)C, [Li+], CCOC(=O)C(C)Cc1ccccc1. Yields the product CCOC(=O)C(C)(CC#N)Cc1ccccc1. RXN SMILES: [Br:15][CH2:16][C:17]#[N:18].[CH2:38]1[O:39][CH2:40][CH2:41][CH2:42]1.[CH3:27][N:28]([CH3:29])[P:30]([N:31]([CH3:32])[CH3:33])([N:34]([CH3:35])[CH3:36])=[O:37].[CH:19]([N-:20][CH:21]([CH3:22])[CH3:23])([CH3:24])[CH3:25].[Li+:26].[c:1]1([CH2:7][CH:8]([C:9](=[O:10])[O:11][CH2:12][CH3:13])[CH3:14])[cH:2][cH:3][cH:4][cH:5][cH:6]1>>[c:1]1([CH2:7][C:8]([C:9](=[O:10])[O:11][CH2:12][CH3:13])([CH3:14])[CH2:16][C:17]#[N:18])[cH:2][cH:3][cH:4][cH:5][cH:6]1. The reactants are C(C)(=O)OC=1C(N(C(=CC1C1=C(C=CC=C1)C(C)C)C)CC(=O)OCC)=O (3-Acetoxy-4-(2-isopropylphenyl)-6-methyl-1-ethoxycarbonylmethyl-2-pyridinone), [OH-].[Na+] (NaOH), solution, Cl (HCl), solution. The solvent is C(C)O (ethanol). Run at time 18 hour. The product is OC=1C(N(C(=CC1C1=C(C=CC=C1)C(C)C)C)CC(=O)O)=O (3-Hydroxy-4-(2-isopropylphenyl)-6-methyl-1-carboxymethyl-2-pridinone). As a reaction SMILES: C([O:4][C:5]1[C:6](=[O:27])[N:7]([CH2:21][C:22]([O:24]CC)=[O:23])[C:8]([CH3:20])=[CH:9][C:10]=1[C:11]1[CH:16]=[CH:15][CH:14]=[CH:13][C:12]=1[CH:17]([CH3:19])[CH3:18])(=O)C.[OH-].[Na+].Cl>C(O)C>[OH:4][C:5]1[C:6](=[O:27])[N:7]([CH2:21][C:22]([OH:24])=[O:23])[C:8]([CH3:20])=[CH:9][C:10]=1[C:11]1[CH:16]=[CH:15][CH:14]=[CH:13][C:12]=1[CH:17]([CH3:19])[CH3:18] |f:1.2|. Procedure: To a stirred solution of 3-acetoxy-4-(2-isopropylphenyl)-6-methyl-1-ethoxycarbonylmethyl-2-pyridinone from step 4 above (0.325 g, 0.95 mmol) in ethanol (4 mL) was added aqueous NaOH (2.2 mL of a 1.0 N solution, 2.2 mmol). The resulting solution was stirred at ambient temperature for 18 h. The solution was acidified with aqueous HCl (2.2 mL of a 1.0 N solution, 2.2 mmol) and the solvents were removed in vacuo to give the title compound as an amorphous solid containing NaCl (HPLC RT=18.67 min, met... Reactants: BrC1=CC=C(C=C1)N[C@H](CC#N)C ((3S)-3-[(4-Bromophenyl)amino]butanenitrile), Intermediate 104, OS(=O)(=O)O (H2SO4). The solvent is C1(=CC=CC=C1)C (toluene), O (water). Conditions: temperature 60 celsius, time 2 hour. Yields the product BrC1=CC=C(C=C1)N[C@H](CC(=O)N)C ((3S)-3-[(4-Bromophenyl)amino]butanamide). Reaction SMILES: [Br:1][C:2]1[CH:7]=[CH:6][C:5]([NH:8][C@@H:9]([CH3:13])[CH2:10][C:11]#[N:12])=[CH:4][CH:3]=1.[OH:14]S(O)(=O)=O>C1(C)C=CC=CC=1.O>[Br:1][C:2]1[CH:3]=[CH:4][C:5]([NH:8][C@@H:9]([CH3:13])[CH2:10][C:11]([NH2:12])=[O:14])=[CH:6][CH:7]=1. Procedure: (3S)-3-[(4-Bromophenyl)amino]butanenitrile (for a preparation see Intermediate 104) (17.3 g, 72.4 mmol) was taken up in toluene (500 ml) and H2SO4 (19.28 ml, 362 mmol) added. The biphasic mixture was stirred at 60° C. After two hours, only a small amount of starting material remained by LCMS so the reaction was diluted with water (500 mL) and the phases separated. The aqueous phase was basified with 10N NaOH and extracted with EtOAc (2×750 mL). The combined organics were dried with Na2SO4, filte... The reactants are N(=[N+]=[N-])[C@@H]1C[C@H](N(C1)C(=O)OC(C)(C)C)C(=O)OC ((2S,4R)-4-azido-1-t-butoxycarbonyl-2-methoxycarbonylpyrrolidine). Reagents/catalysts: [Pd] (palladium on carbon). Solvent: CO (methanol). The product is N[C@@H]1C[C@H](N(C1)C(=O)OC(C)(C)C)C(=O)OC ((2S,4R)-4-amino-1-t-butoxycarbonyl-2-methoxycarbonylpyrrolidine). Yield: 92.7%. As a reaction SMILES: [N:1]([C@H:4]1[CH2:8][N:7]([C:9]([O:11][C:12]([CH3:15])([CH3:14])[CH3:13])=[O:10])[C@H:6]([C:16]([O:18][CH3:19])=[O:17])[CH2:5]1)=[N+]=[N-]>CO.[Pd]>[NH2:1][C@H:4]1[CH2:8][N:7]([C:9]([O:11][C:12]([CH3:13])([CH3:14])[CH3:15])=[O:10])[C@H:6]([C:16]([O:18][CH3:19])=[O:17])[CH2:5]1. Procedure details: A solution of (2S,4R)-4-azido-1-t-butoxycarbonyl-2-methoxycarbonylpyrrolidine (112 g) in methanol (870 ml) was hydrogenated under ambient pressure for 5 hours in the presence of 10% palladium on carbon (20.2 g). After removal of the catalyst by filtration, the filtrate was evaporated in vacuo to give (2S,4R)-4-amino-1-t-butoxycarbonyl-2-methoxycarbonylpyrrolidine (93.8 g) as an oil. Starting materials: ClC1=NC=C(C=C1[N+](=O)[O-])Cl (2,5-Dichloro-3-nitropyridine), C1(CCCCC1)C=1NC=CN1 (2-cyclohexylimidazole), [I-].[Na+] (sodium iodide). Solvent: ice water, CN(C=O)C (N,N-dimethylformamide). Conditions: temperature 160 celsius, time 15.5 hour. Product: ClC=1C=C(C(=NC1)N1C(=NC=C1)C1CCCCC1)[N+](=O)[O-] (5-Chloro-2-(2-cyclohexyl-1H-imidazol-1-yl)-3-nitropyridine). The yield is 33.9%. As a reaction SMILES: Cl[C:2]1[C:7]([N+:8]([O-:10])=[O:9])=[CH:6][C:5]([Cl:11])=[CH:4][N:3]=1.[CH:12]1([C:18]2[NH:19][CH:20]=[CH:21][N:22]=2)[CH2:17][CH2:16][CH2:15][CH2:14][CH2:13]1.[I-].[Na+]>CN(C)C=O>[Cl:11][C:5]1[CH:6]=[C:7]([N+:8]([O-:10])=[O:9])[C:2]([N:19]2[CH:20]=[CH:21][N:22]=[C:18]2[CH:12]2[CH2:17][CH2:16][CH2:15][CH2:14][CH2:13]2)=[N:3][CH:4]=1 |f:2.3|. Procedure: 2,5-Dichloro-3-nitropyridine 100 g, 2-cyclohexylimidazole 1.56 g, sodium iodide 500 mg and N,N-dimethylformamide 25 mL were mixed and stirred at 160° C. for 15.5 hours. The reaction liquid was poured in ice water and extracted with diethyl ether. The organic layer was washed successively with water and saturated brine, and dried over anhydrous magnesium sulfate. Distilling the solvent off under reduced pressure, the residue was subjected to silica gel chromatography (hexane:ethyl acetate=2:1) to...